Task: describe an organic reaction: reactants, conditions, products, and yield. Dataset: the Open Reaction Database (ORD), a public repository of structured organic reaction records Yield: 80.0%. Procedure details: A solution of 6.4 g of N-(2,6-dimethylphenyl)-4-methoxybenzamide in methylene chloride was cooled to -75° C. Boron tribromide (25 g) was added over a 15 minute period. The reaction mixture was allowed to warm over 2 hours and then heated at reflux for 2 hours. The reaction was again cooled to -75° C. and 50 ml of water were added. The mixture was allowed to warm and the layers were separated. The organic layer was dried over sodium sulfate and evaporated in vacuo. The residue was crystallized fr... Run in C(Cl)Cl (methylene chloride). Reactants: B(Br)(Br)Br (Boron tribromide), CC1=C(C(=CC=C1)C)NC(C1=CC=C(C=C1)OC)=O (N-(2,6-dimethylphenyl)-4-methoxybenzamide), O (water). The product is CC1=C(C(=CC=C1)C)NC(C1=CC=C(C=C1)O)=O (N-(2,6-dimethylphenyl)-4-hydroxybenzamide). Reaction SMILES: [CH3:1][C:2]1[CH:7]=[CH:6][CH:5]=[C:4]([CH3:8])[C:3]=1[NH:9][C:10](=[O:19])[C:11]1[CH:16]=[CH:15][C:14]([O:17]C)=[CH:13][CH:12]=1.B(Br)(Br)Br.O>C(Cl)Cl>[CH3:8][C:4]1[CH:5]=[CH:6][CH:7]=[C:2]([CH3:1])[C:3]=1[NH:9][C:10](=[O:19])[C:11]1[CH:12]=[CH:13][C:14]([OH:17])=[CH:15][CH:16]=1. Reaction conditions: temperature -75 celsius. Starting materials: CCOC(=O)C(c1ccccc1)N(C)c1ccc(F)cc1, C1CCOC1, Cl, [Li+], [OH-], O, O. Product: Cl, CN(c1ccc(F)cc1)C(C(=O)O)c1ccccc1. As a reaction SMILES: [CH2:1]([CH3:2])[O:3][C:4]([CH:5]([c:6]1[cH:7][cH:8][cH:9][cH:10][cH:11]1)[N:12]([CH3:13])[c:14]1[cH:15][cH:16][c:17]([F:20])[cH:18][cH:19]1)=[O:21].[CH2:26]1[O:27][CH2:28][CH2:29][CH2:30]1.[ClH:25].[Li+:24].[OH-:23].[OH2:22].[OH2:31]>>[ClH:25].[O:3]=[C:4]([CH:5]([c:6]1[cH:7][cH:8][cH:9][cH:10][cH:11]1)[N:12]([CH3:13])[c:14]1[cH:15][cH:16][c:17]([F:20])[cH:18][cH:19]1)[OH:21]. Starting materials: Cc1nc(Cl)c([N+](=O)[O-])c(C)c1Br, Nc1ccc(CCO)cc1. The product is Cc1nc(Nc2ccc(CCO)cc2)c([N+](=O)[O-])c(C)c1Br. Reaction SMILES: [Br:1][c:2]1[c:3]([CH3:13])[n:4][c:5]([Cl:12])[c:6]([N+:9](=[O:10])[O-:11])[c:7]1[CH3:8].[NH2:14][c:15]1[cH:16][cH:17][c:18]([CH2:21][CH2:22][OH:23])[cH:19][cH:20]1>>[Br:1][c:2]1[c:3]([CH3:13])[n:4][c:5]([NH:14][c:15]2[cH:16][cH:17][c:18]([CH2:21][CH2:22][OH:23])[cH:19][cH:20]2)[c:6]([N+:9](=[O:10])[O-:11])[c:7]1[CH3:8].